This data is from the Open Reaction Database (ORD), a public repository of structured organic reaction records. The task is: describe an organic reaction: reactants, conditions, products, and yield RXN SMILES: [CH2:1]1[CH2:2][CH2:3][NH:4][CH2:5]1.[CH3:26][CH2:27][OH:28].[F:6][c:7]1[c:8]([OH:25])[cH:9][c:10]2[cH:11][cH:12][n:13]([S:16](=[O:17])(=[O:18])[c:19]3[cH:20][cH:21][cH:22][cH:23][cH:24]3)[c:14]2[cH:15]1>>[CH2:1]1[CH2:2][CH2:3][N:4]([CH2:26][c:9]2[c:8]([OH:25])[c:7]([F:6])[cH:15][c:14]3[c:10]2[cH:11][cH:12][n:13]3[S:16](=[O:17])(=[O:18])[c:19]2[cH:20][cH:21][cH:22][cH:23][cH:24]2)[CH2:5]1. The product is O=S(=O)(c1ccccc1)n1ccc2c(CN3CCCC3)c(O)c(F)cc21. The reactants are C1CCNC1, CCO, O=S(=O)(c1ccccc1)n1ccc2cc(O)c(F)cc21. The reactants are [BH4-], COC(=O)CN(Cc1ccc(Cl)cc1)C1CCN(C(=O)OC(C)(C)C)C1, CO, [Na+]. Product: CC(C)(C)OC(=O)N1CCC(N(CCO)Cc2ccc(Cl)cc2)C1. Reaction SMILES: [BH4-:27].[C:1]([CH3:2])([CH3:3])([CH3:4])[O:5][C:6](=[O:7])[N:8]1[CH2:9][CH:10]([N:13]([CH2:14][C:15](=[O:16])[O:17][CH3:18])[CH2:19][c:20]2[cH:21][cH:22][c:23]([Cl:26])[cH:24][cH:25]2)[CH2:11][CH2:12]1.[CH3:29][OH:30].[Na+:28]>>[C:1]([CH3:2])([CH3:3])([CH3:4])[O:5][C:6](=[O:7])[N:8]1[CH2:9][CH:10]([N:13]([CH2:14][CH2:15][OH:16])[CH2:19][c:20]2[cH:21][cH:22][c:23]([Cl:26])[cH:24][cH:25]2)[CH2:11][CH2:12]1. The reactants are CI, CC(C)=O, Cc1cccc(CC(N)=S)c1. Product: CSC(=N)Cc1cccc(C)c1, I. RXN SMILES: [CH3:12][I:13].[CH3:14][C:15](=[O:16])[CH3:17].[CH3:1][c:2]1[cH:3][c:4]([CH2:8][C:9](=[S:10])[NH2:11])[cH:5][cH:6][cH:7]1>>[CH3:1][c:2]1[cH:3][c:4]([CH2:8][C:9]([S:10][CH3:12])=[NH:11])[cH:5][cH:6][cH:7]1.[IH:13]. The reactants are Sc1ccc(Cl)cc1, [Na+], CCCCC1CO1, [OH-], O. RXN SMILES: [Cl:1][c:2]1[cH:3][cH:4][c:5]([SH:8])[cH:6][cH:7]1.[Na+:10].[O:11]1[CH2:12][CH:13]1[CH2:14][CH2:15][CH2:16][CH3:17].[OH-:9].[OH2:18]>>[Cl:1][c:2]1[cH:3][cH:4][c:5]([S:8][CH2:12][CH:13]([OH:11])[CH2:14][CH2:15][CH2:16][CH3:17])[cH:6][cH:7]1. Product: CCCCC(O)CSc1ccc(Cl)cc1. Reaction SMILES: [Cl:1][c:2]1[n:3][c:4]([C:9](=[O:10])[OH:11])[nH:5][c:6]1[CH2:7][CH3:8].[NH2:16][c:17]1[cH:18][cH:19][c:20](-[c:23]2[o:24][cH:25][c:26]([C:28](=[O:29])[O:30][CH3:31])[n:27]2)[cH:21][cH:22]1.[S:12]([Cl:13])([Cl:14])=[O:15].[cH:32]1[cH:33][cH:34][n:35][cH:36][cH:37]1>>[Cl:1][c:2]1[n:3][c:4]([C:9](=[O:11])[NH:16][c:17]2[cH:18][cH:19][c:20](-[c:23]3[o:24][cH:25][c:26]([C:28](=[O:29])[O:30][CH3:31])[n:27]3)[cH:21][cH:22]2)[nH:5][c:6]1[CH2:7][CH3:8]. Reactants: CCc1[nH]c(C(=O)O)nc1Cl, COC(=O)c1coc(-c2ccc(N)cc2)n1, O=S(Cl)Cl, c1ccncc1. The product is CCc1[nH]c(C(=O)Nc2ccc(-c3nc(C(=O)OC)co3)cc2)nc1Cl. The reactants are CC1(C)C2CCC1(CS(=O)(=O)O)C(=O)C2, CC(C)O, C#CCNC(=O)c1cccc(F)c1Nc1nc(Cl)ncc1Cl, CC(=O)N1CCCOc2cc(N)ccc21. Yields the product C#CCNC(=O)c1cccc(F)c1Nc1nc(Nc2ccc3c(c2)OCCCN3C(C)=O)ncc1Cl. Reaction SMILES: [C:38]12([CH2:39][S:40]([OH:41])(=[O:42])=[O:43])[C:44]([CH3:45])([CH3:46])[CH:47]([CH2:48][CH2:49]1)[CH2:50][C:51]2=[O:52].[CH:53]([OH:54])([CH3:55])[CH3:56].[Cl:16][c:17]1[n:18][cH:19][c:20]([Cl:37])[c:21]([NH:23][c:24]2[c:25]([C:26](=[O:27])[NH:28][CH2:29][C:30]#[CH:31])[cH:32][cH:33][cH:34][c:35]2[F:36])[n:22]1.[NH2:1][c:2]1[cH:3][c:4]2[c:5]([cH:14][cH:15]1)[N:6]([C:11]([CH3:12])=[O:13])[CH2:7][CH2:8][CH2:9][O:10]2>>[NH:1]([c:2]1[cH:3][c:4]2[c:5]([cH:14][cH:15]1)[N:6]([C:11]([CH3:12])=[O:13])[CH2:7][CH2:8][CH2:9][O:10]2)[c:17]1[n:18][cH:19][c:20]([Cl:37])[c:21]([NH:23][c:24]2[c:25]([C:26](=[O:27])[NH:28][CH2:29][C:30]#[CH:31])[cH:32][cH:33][cH:34][c:35]2[F:36])[n:22]1.